From a dataset of the Open Reaction Database (ORD), a public repository of structured organic reaction records. describe an organic reaction: reactants, conditions, products, and yield As a reaction SMILES: C(NC(C)C)(C)C.C([Li])CCC.[F:13][CH:14]([P:16](=[O:21])([O:19][CH3:20])[O:17][CH3:18])[F:15].[CH3:22][C:23]([CH3:37])=[CH:24][CH2:25][CH2:26]/[C:27](/[CH3:36])=[CH:28]/[CH2:29][CH2:30]/[C:31](/[CH3:35])=[CH:32]/[CH:33]=[O:34].Cl>O1CCCC1>[F:13][C:14]([P:16](=[O:21])([O:19][CH3:20])[O:17][CH3:18])([F:15])[CH:33]([OH:34])[CH:32]=[C:31]([CH3:35])[CH2:30][CH2:29][CH:28]=[C:27]([CH3:36])[CH2:26][CH2:25][CH:24]=[C:23]([CH3:22])[CH3:37]. Isolated yield 39.0%. Yields the product FC(C(C=C(CCC=C(CCC=C(C)C)C)C)O)(F)P(OC)(OC)=O (dimethyl 1,1-difluoro-2-hydroxy-4,8,12-trimethyl-3,7,11-tridecatrienylphosphonate). Run at temperature -78 celsius, time 30 minute. Starting materials: CC(=CCC/C(=C/CC/C(=C/C=O)/C)/C)C (trans-farnesal), FC(F)P(OC)(OC)=O (dimethyl difluoromethylphosphonate), C(CCC)[Li] (n-butyllithium), Cl (hydrochloric acid), C(C)(C)NC(C)C (diisopropylamine). Reported procedure: Combine diisopropylamine (22.24 mL, 0.159 mol) with tetrahydrofuran (250 mL) and cool to -20° C. Add n-butyllithium (63.3 mL, 2.5N in hexane, 0.159 mol) dropwise to the solution. Stir for 30 minutes and cool to -78° C. Add dropwise a solution of dimethyl difluoromethylphosphonate (25.8 g, 0.159 mol) in tetrahydrofuran (20 mL) while maintaining the temperature below -75° C. After addition is complete, stir for 2 minutes and then slowly add a solution of trans, trans-farnesal [prepared according t... The solvent is O1CCCC1 (tetrahydrofuran), O1CCCC1 (tetrahydrofuran), O1CCCC1 (tetrahydrofuran). Starting materials: [BH4-], CCO, [Na+], CC(=O)C=Cc1ccc(-c2ccccc2)cc1. The product is CC(O)C=Cc1ccc(-c2ccccc2)cc1. RXN SMILES: [BH4-:18].[CH3:20][CH2:21][OH:22].[Na+:19].[c:1]1(-[c:12]2[cH:13][cH:14][cH:15][cH:16][cH:17]2)[cH:2][cH:3][c:4]([CH:7]=[CH:8][C:9]([CH3:10])=[O:11])[cH:5][cH:6]1>>[c:1]1(-[c:12]2[cH:13][cH:14][cH:15][cH:16][cH:17]2)[cH:2][cH:3][c:4]([CH:7]=[CH:8][CH:9]([CH3:10])[OH:11])[cH:5][cH:6]1. Reactants: NC=1SC=2N=C(N=CC2N1)N(C=1C=C(C=CC1)NC(C1=CC(=CC=C1)C(F)(F)F)=O)C (N-{3-[(2-amino[1,3]thiazolo[5,4-d]pyrimidin-5-yl)(methyl)amino]phenyl}-3-(trifluoromethyl)benzamide), C1(CC1)C(=O)Cl (cyclopropanecarbonyl chloride), CO (methanol), [OH-].[Na+] (sodium hydroxide). Reagents/catalysts: CN(C1=CC=NC=C1)C (N,N-dimethylpyridine-4-amine). The solvent is N1=CC=CC=C1 (pyridine). Conditions: time 1 hour. The product is C(C)(=O)NC=1SC=2N=C(N=CC2N1)N(C=1C=C(C=CC1)NC(C1=CC(=CC=C1)C(F)(F)F)=O)C (N-{3-[[2-(acetylamino)[1,3]thiazolo[5,4-d]pyrimidin-5-yl](methyl)amino]phenyl}-3-(trifluoromethyl)benzamide). Yield: 28124.7%. As a reaction SMILES: [NH2:1][C:2]1[S:3][C:4]2[N:5]=[C:6]([N:11]([CH3:31])[C:12]3[CH:13]=[C:14]([NH:18][C:19](=[O:30])[C:20]4[CH:25]=[CH:24][CH:23]=[C:22]([C:26]([F:29])([F:28])[F:27])[CH:21]=4)[CH:15]=[CH:16][CH:17]=3)[N:7]=[CH:8][C:9]=2[N:10]=1.[CH:32]1([C:35](Cl)=[O:36])CC1.CO.[OH-].[Na+]>N1C=CC=CC=1.CN(C)C1C=CN=CC=1>[C:35]([NH:1][C:2]1[S:3][C:4]2[N:5]=[C:6]([N:11]([CH3:31])[C:12]3[CH:13]=[C:14]([NH:18][C:19](=[O:30])[C:20]4[CH:25]=[CH:24][CH:23]=[C:22]([C:26]([F:28])([F:29])[F:27])[CH:21]=4)[CH:15]=[CH:16][CH:17]=3)[N:7]=[CH:8][C:9]=2[N:10]=1)(=[O:36])[CH3:32] |f:3.4|. Procedure details: To a solution of N-{3-[(2-amino[1,3]thiazolo[5,4-d]pyrimidin-5-yl)(methyl)amino]phenyl}-3-(trifluoromethyl)benzamide (268 mg, 604 μmol) in pyridine (5 mL) were added N,N-dimethylpyridine-4-amine (23.9 mg, 196 μmol) and cyclopropanecarbonyl chloride (200 μL, 2.20 μmol), and the mixture was stirred at room temperature for 1 hr. To the reaction solution were added methanol (10 mL) and 2N aqueous sodium hydroxide solution (1 mL), and the mixture was stirred at room temperature for 1 more hr. The rea... Starting materials: NC1=CC=C(C=C1)[C@@H]1CN(CCO1)C(=O)OC(C)(C)C ((R)-tert-butyl 2-(4-aminophenyl)morpholine-4-carboxylate), ClC1=CC=C(C=C1)C1=NNC(=C1)C(=O)O (3-(4-chlorophenyl)-1H-pyrazole-5-carboxylic acid). Yields the product Cl.ClC1=CC=C(C=C1)C1=NNC(=C1)C(=O)NC1=CC=C(C=C1)[C@@H]1CNCCO1 ((R)-3-(4-chlorophenyl)-N-(4-(morpholin-2-yl)phenyl)-1H-pyrazole-5-carboxamide hydrochloride). As a reaction SMILES: [NH2:1][C:2]1[CH:7]=[CH:6][C:5]([C@H:8]2[O:13][CH2:12][CH2:11][N:10](C(OC(C)(C)C)=O)[CH2:9]2)=[CH:4][CH:3]=1.[Cl:21][C:22]1[CH:27]=[CH:26][C:25]([C:28]2[CH:32]=[C:31]([C:33](O)=[O:34])[NH:30][N:29]=2)=[CH:24][CH:23]=1>>[ClH:21].[Cl:21][C:22]1[CH:23]=[CH:24][C:25]([C:28]2[CH:32]=[C:31]([C:33]([NH:1][C:2]3[CH:3]=[CH:4][C:5]([C@H:8]4[O:13][CH2:12][CH2:11][NH:10][CH2:9]4)=[CH:6][CH:7]=3)=[O:34])[NH:30][N:29]=2)=[CH:26][CH:27]=1 |f:2.3|. Reported procedure: The title compound was prepared in analogy to Example 1 using (R)-tert-butyl 2-(4-aminophenyl)morpholine-4-carboxylate instead of (S)-tert-butyl 2-(4-aminophenyl)morpholine-4-carboxylate and 3-(4-chlorophenyl)-1H-pyrazole-5-carboxylic acid (CAS-54006-63-2) instead of 3-phenyl-1H-pyrazole-5-carboxylic acid. Off-white solid. MS (ISP): 383.1 ([M+H]+). Reactants: C[Al](C)C, COc1cc(CCc2cc(N)[nH]n2)cc(OC)c1, Cc1ccccc1, COC(=O)c1cnc(N2CCCN(C)CC2)nc1. Yields the product COc1cc(CCc2cc(NC(=O)c3cnc(N4CCCN(C)CC4)nc3)[nH]n2)cc(OC)c1. As a reaction SMILES: [CH3:1][Al:2]([CH3:3])[CH3:4].[CH3:23][O:24][c:25]1[cH:26][c:27]([CH2:33][CH2:34][c:35]2[cH:36][c:37]([NH2:40])[nH:38][n:39]2)[cH:28][c:29]([O:31][CH3:32])[cH:30]1.[CH3:41][c:42]1[cH:43][cH:44][cH:45][cH:46][cH:47]1.[CH3:5][N:6]1[CH2:7][CH2:8][N:9]([c:13]2[n:14][cH:15][c:16]([C:19]([O:21][CH3:20])=[O:22])[cH:17][n:18]2)[CH2:10][CH2:11][CH2:12]1>>[CH3:5][N:6]1[CH2:7][CH2:8][N:9]([c:13]2[n:14][cH:15][c:16]([C:19](=[O:21])[NH:40][c:37]3[cH:36][c:35]([CH2:34][CH2:33][c:27]4[cH:26][c:25]([O:24][CH3:23])[cH:30][c:29]([O:31][CH3:32])[cH:28]4)[n:39][nH:38]3)[cH:17][n:18]2)[CH2:10][CH2:11][CH2:12]1. The reactants are C(CS)(=O)OCC (ethyl thioglycolate), BrC=1N=C(N(C1C=O)COCC[Si](C)(C)C)C (4-bromo-2-methyl-1-(2-(trimethylsilyl)ethoxymethyl)imidazol-5-carboxaldehyde), CCCCCC (Hexane), CC[O-].[Na+] (Sodium ethylate). Solvent: C(C)O (ethanol), C(C)O (ethanol), C(C)O (ethanol). Run at temperature 80 celsius, time 2 hour. Yields the product CC=1N(C2=C(N1)SC(=C2)C(=O)OCC)COCC[Si](C)(C)C (Ethyl 2-methyl-1-(2-(trimethylsilyl)ethoxymethyl)-1H-thieno[2,3-d]imidazol-5-carboxylate). RXN SMILES: CC[O-].[Na+].[C:5]([O:9][CH2:10][CH3:11])(=[O:8])[CH2:6][SH:7].Br[C:13]1[N:14]=[C:15]([CH3:28])[N:16]([CH2:20][O:21][CH2:22][CH2:23][Si:24]([CH3:27])([CH3:26])[CH3:25])[C:17]=1[CH:18]=O.CCCCCC>C(O)C>[CH3:28][C:15]1[N:16]([CH2:20][O:21][CH2:22][CH2:23][Si:24]([CH3:26])([CH3:25])[CH3:27])[C:17]2[CH:18]=[C:6]([C:5]([O:9][CH2:10][CH3:11])=[O:8])[S:7][C:13]=2[N:14]=1 |f:0.1|. Reported procedure: 2.68 M Sodium ethylate was dissolved in ethanol (50 ml) and a solution (25 ml) of ethyl thioglycolate in ethanol was added. Thereto was added a solution (150 ml) of 4-bromo-2-methyl-1-(2-(trimethylsilyl)ethoxymethyl)imidazol-5-carboxaldehyde (3.16 g) in ethanol and the mixture was stirred at 80° C. for 2 hr. The solvent was evaporated under reduced pressure and water was added. The mixture was extracted twice with ethyl acetate. The organic layer was washed with brine and dried over anhydrous ma... Starting materials: CCCC(=O)c1ccc2c(c1)CC(=O)N2, CC[SiH](CC)CC, O, O=C(O)C(F)(F)F. Product: CCCCc1ccc2c(c1)CC(=O)N2. Reaction SMILES: [C:8]([CH2:9][CH2:10][CH3:11])(=[O:12])[c:13]1[cH:14][c:15]2[c:19]([cH:20][cH:21]1)[NH:18][C:17](=[O:22])[CH2:16]2.[CH2:1]([SiH:2]([CH2:3][CH3:4])[CH2:5][CH3:6])[CH3:7].[OH2:23].[OH:24][C:25]([C:26]([F:27])([F:28])[F:29])=[O:30]>>[CH2:8]([CH2:9][CH2:10][CH3:11])[c:13]1[cH:14][c:15]2[c:19]([cH:20][cH:21]1)[NH:18][C:17](=[O:22])[CH2:16]2.